From a dataset of the Open Reaction Database (ORD), a public repository of structured organic reaction records. describe an organic reaction: reactants, conditions, products, and yield Reactants: C(C)OC(C(CC=1N(C2=CC=C(C=C2C1SC(C)(C)C)O)CC1=CC=C(C=C1)Br)(C)C)=O (3-[1-(4-Bromo-benzyl)-3-tert-butylsulfanyl-5-hydroxy-1H-indol-2-yl]-2,2-dimethyl-propionic acid ethyl ester), BrCC1=NC2=CC=C(C=C2C=C1)F (2-bromomethyl-6-fluoro-quinoline), C(=O)([O-])[O-].[Cs+].[Cs+] (Cs2CO3). Solvent: CC#N (MeCN). Reaction conditions: time 8 hour. Yields the product C(C)OC(C(CC=1N(C2=CC=C(C=C2C1SC(C)(C)C)OCC1=NC2=CC=C(C=C2C=C1)F)CC1=CC=C(C=C1)Br)(C)C)=O (3-[1-(4-Bromo-benzyl)-3-tert-butylsulfanyl-5-(6-fluoro-quinolin-2-ylmethoxy)-1H-indol-2-yl]-2,2-dimethyl-propionic acid ethyl ester). Isolated yield 71.9%. RXN SMILES: [CH2:1]([O:3][C:4](=[O:32])[C:5]([CH3:31])([CH3:30])[CH2:6][C:7]1[N:8]([CH2:22][C:23]2[CH:28]=[CH:27][C:26]([Br:29])=[CH:25][CH:24]=2)[C:9]2[C:14]([C:15]=1[S:16][C:17]([CH3:20])([CH3:19])[CH3:18])=[CH:13][C:12]([OH:21])=[CH:11][CH:10]=2)[CH3:2].Br[CH2:34][C:35]1[CH:44]=[CH:43][C:42]2[C:37](=[CH:38][CH:39]=[C:40]([F:45])[CH:41]=2)[N:36]=1.C([O-])([O-])=O.[Cs+].[Cs+]>CC#N>[CH2:1]([O:3][C:4](=[O:32])[C:5]([CH3:31])([CH3:30])[CH2:6][C:7]1[N:8]([CH2:22][C:23]2[CH:24]=[CH:25][C:26]([Br:29])=[CH:27][CH:28]=2)[C:9]2[C:14]([C:15]=1[S:16][C:17]([CH3:20])([CH3:19])[CH3:18])=[CH:13][C:12]([O:21][CH2:34][C:35]1[CH:44]=[CH:43][C:42]3[C:37](=[CH:38][CH:39]=[C:40]([F:45])[CH:41]=3)[N:36]=1)=[CH:11][CH:10]=2)[CH3:2] |f:2.3.4|. Reported procedure: To 3-[1-(4-Bromo-benzyl)-3-tert-butylsulfanyl-5-hydroxy-1H-indol-2-yl]-2,2-dimethyl-propionic acid ethyl ester (C-3; 2.0 g, 3.9 mmol) in MeCN (25 mL) was added 2-bromomethyl-6-fluoro-quinoline (1.0 g, 4.2 mmol), and Cs2CO3 (2.5 g, 7.7 mmol). The reaction was stirred at room temperature overnight, after which LCMS showed the reaction was complete. The reaction mixture was partitioned between EtOAc and water, the aqueous layer was extracted with EtOAc, and the combined organic layers were dried ov... The reactants are C(C(C)C)N([C@@H](CCCCN)C(=O)O)S(=O)(=O)C1=CC=C(C=C1)[N+](=O)[O-] (Nα-isobutyl-Nα-(4-nitrobenzenesulfonyl)-L-lysine), C1(=CC=CC=C1)S(=O)(=O)N[C@@H](CC1=CC=CC=C1)C(=O)O (Nα-benzenesulfonyl-L-phenylalanine). The product is NC1=CC=C(C=C1)S(=O)(=O)N([C@@H](CCCCNC([C@@H](NS(=O)(=O)C1=CC=CC=C1)CC1=CC=CC=C1)=O)C(=O)O)CC(C)C (Nα-(4-aminobenzenesulfonyl)-Nα-isobutyl-Nε-(Nα-benzenesulfonyl-L-phenylalanyl)-L-lysine), N[C@@H](CCCCN)C(=O)O (L-lysine). Reaction SMILES: [CH2:1]([N:5]([S:15]([C:18]1[CH:23]=[CH:22][C:21]([N+:24]([O-])=O)=[CH:20][CH:19]=1)(=[O:17])=[O:16])[C@H:6]([C:12]([OH:14])=[O:13])[CH2:7][CH2:8][CH2:9][CH2:10][NH2:11])[CH:2]([CH3:4])[CH3:3].[C:27]1([S:33]([NH:36][C@H:37]([C:45](O)=[O:46])[CH2:38][C:39]2[CH:44]=[CH:43][CH:42]=[CH:41][CH:40]=2)(=[O:35])=[O:34])[CH:32]=[CH:31][CH:30]=[CH:29][CH:28]=1>>[NH2:24][C:21]1[CH:22]=[CH:23][C:18]([S:15]([N:5]([CH2:1][CH:2]([CH3:4])[CH3:3])[C@H:6]([C:12]([OH:14])=[O:13])[CH2:7][CH2:8][CH2:9][CH2:10][NH:11][C:45](=[O:46])[C@H:37]([CH2:38][C:39]2[CH:44]=[CH:43][CH:42]=[CH:41][CH:40]=2)[NH:36][S:33]([C:27]2[CH:32]=[CH:31][CH:30]=[CH:29][CH:28]=2)(=[O:35])=[O:34])(=[O:17])=[O:16])=[CH:19][CH:20]=1.[NH2:5][C@H:6]([C:12]([OH:14])=[O:13])[CH2:7][CH2:8][CH2:9][CH2:10][NH2:11]. Procedure: The title compound was prepared from Nα-isobutyl-Nα-(4-nitrobenzenesulfonyl)-L-lysine (385 mg, 1.0 mmol, example 5, step C) as described in general procedure Bc using Nα-benzenesulfonyl-L-phenylalanine (335 mg, 1.1 mmol) which was prepared in step A of example 8. The final product was purified by preparative HPLC to yield 550 mg (85%) of Nα-(4-nitrobenzenesulfonyl)-Nα-isobutyl-Nε-(Nα-benzenesulfonyl)-L-phenylalanyl)-L-lysine. The latter derivative (200 mg) was hydrogenolysed following the indica... Reactants: CC=1NC=C(N1)C (2,4-dimethylimidazole), FC(C(=O)N(CC(=O)OCC)CC1=C(C=CC(=C1)F)[N+](=O)[O-])(F)F (ethyl N-trifluoroacetyl-N-(5-fluoro-2-nitrobenzyl)glycinate), C([O-])([O-])=O.[Na+].[Na+] (sodium carbonate). Yields the product FC(C(=O)N(CC(=O)OCC)CC1=C(C=CC(=C1)N1C(=NC(=C1)C)C)[N+](=O)[O-])(F)F (Ethyl N-trifluoroacetyl-N-(2-nitro-5-[2,4-dimethylimidazol-1-yl]benzyl)glycinate). Reaction SMILES: [CH3:1][C:2]1[NH:3][CH:4]=[C:5]([CH3:7])[N:6]=1.[F:8][C:9]([F:31])([F:30])[C:10]([N:12]([CH2:19][C:20]1[CH:25]=[C:24](F)[CH:23]=[CH:22][C:21]=1[N+:27]([O-:29])=[O:28])[CH2:13][C:14]([O:16][CH2:17][CH3:18])=[O:15])=[O:11].C(=O)([O-])[O-].[Na+].[Na+]>>[F:8][C:9]([F:30])([F:31])[C:10]([N:12]([CH2:19][C:20]1[CH:25]=[C:24]([N:3]2[CH:4]=[C:5]([CH3:7])[N:6]=[C:2]2[CH3:1])[CH:23]=[CH:22][C:21]=1[N+:27]([O-:29])=[O:28])[CH2:13][C:14]([O:16][CH2:17][CH3:18])=[O:15])=[O:11] |f:2.3.4|. Reported procedure: A mixture of 2,4-dimethylimidazole (6.25 g), ethyl N-trifluoroacetyl-N-(5-fluoro-2-nitrobenzyl)glycinate (22.0 g) and sodium carbonate (6.62 g) was stirred and heated at 130° for 2 hours. Volatile material was removed from the cooled mixture in vacuo and the residue was partitioned between ethyl acetate (200 cm3) and water (100 cm3). The organic phase was washed with water (2×25 cm3), dried (MgSO4), and evaporated in vacuo to give an oil which was chromatographed on silica (Merck "MK 60.9385" [T... Reactants: COC1=CC=C(CNC=2C(=CC=CC2)N)C=C1 (N-(4-methoxybenzyl)-benzene-1,2-diamine), C([O-])([O-])=O.[K+].[K+] (potassium carbonate), [I-].[K+] (potassium iodide), C(C)(=O)N.BrCC(=O)N(C1=CC=C(C=C1)OC)C(C)C (2-Bromo-N-isopropyl-N-(4-methoxy-phenyl)-acetamide acetamide). Solvent: CN(C)C=O (DMF). Conditions: temperature 60 celsius, time 8 hour. Yields the product C(C)(C)N(C(CNC1=C(C=CC=C1)NCC1=CC=C(C=C1)OC)=O)C1=CC=C(C=C1)OC (N-Isopropyl-2-[2-(4-methoxy-benzylamino)-phenylamino]-N-(4-methoxy-phenyl)-acetamide). Yield: 30.3%. As a reaction SMILES: [CH3:1][O:2][C:3]1[CH:17]=[CH:16][C:6]([CH2:7][NH:8][C:9]2[C:10]([NH2:15])=[CH:11][CH:12]=[CH:13][CH:14]=2)=[CH:5][CH:4]=1.C(=O)([O-])[O-].[K+].[K+].[I-].[K+].C(N)(=O)C.Br[CH2:31][C:32]([N:34]([CH:43]([CH3:45])[CH3:44])[C:35]1[CH:40]=[CH:39][C:38]([O:41][CH3:42])=[CH:37][CH:36]=1)=[O:33]>CN(C=O)C>[CH:43]([N:34]([C:35]1[CH:36]=[CH:37][C:38]([O:41][CH3:42])=[CH:39][CH:40]=1)[C:32](=[O:33])[CH2:31][NH:15][C:10]1[CH:11]=[CH:12][CH:13]=[CH:14][C:9]=1[NH:8][CH2:7][C:6]1[CH:5]=[CH:4][C:3]([O:2][CH3:1])=[CH:17][CH:16]=1)([CH3:44])[CH3:45] |f:1.2.3,4.5,6.7|. Procedure details: To a solution of N-(4-methoxybenzyl)-benzene-1,2-diamine (2.42 g, 10.6 mmol) in DMF (40 mL) was added potassium carbonate (1.47 g,10.6 mmol), potassium iodide (176 mg, 1.06 mmol), and 2-Bromo-N-isopropyl-N-(4-methoxy-phenyl)-acetamide acetamide (3.03 g, 10.6 mmol). The resultant reaction mixture was stirred overnight at 60° C. The solvent was removed in vacuo and the crude material dissoved in EtOAc (150 mL), washed with water (2×50 mL) and brine (50 mL), dried with MgSO4, filtered and concentra...